Dataset: the Open Reaction Database (ORD), a public repository of structured organic reaction records. Task: describe an organic reaction: reactants, conditions, products, and yield The reactants are C1(=CC=CC2=CC=CC=C12)CC(=O)O (1-naphthylacetic acid), C(C(=O)Cl)(=O)Cl (oxalyl chloride), CN(C=O)C (N,N-dimethylformamide), NC=1C=C(C=CC1)N1C2=C(N=C(C1=O)CC1=CC=CC=C1)C=CC=N2 (4-(3-aminophenyl)-3-oxo-2-benzyl-3,4-dihydropyrido[2,3-b]pyrazine). Run in ClCCl (dichloromethane), O (water), C(C)(=O)OCC (ethyl acetate), ClCCl (dichloromethane), C(C)N(CC)CC (triethylamine). Run at time 30 minute. Product: C(C1=CC=CC=C1)C1=NC2=C(N(C1=O)C1=CC(=CC=C1)N(C(C)=O)C1=CC=CC3=CC=CC=C13)N=CC=C2 (2-benzyl-3-oxo-4-[3-[(1-naphthyl)-acetylamino]phenyl]-3,4-dihydropyrido[2,3-b]pyrazine). Reaction SMILES: [C:1]1(CC(O)=O)[C:10]2[C:5](=[CH:6][CH:7]=[CH:8][CH:9]=2)[CH:4]=[CH:3][CH:2]=1.[C:15](Cl)(=[O:19])[C:16](Cl)=O.CN(C)C=O.[NH2:26][C:27]1[CH:28]=[C:29]([N:33]2[C:38](=[O:39])[C:37]([CH2:40][C:41]3[CH:46]=[CH:45][CH:44]=[CH:43][CH:42]=3)=[N:36][C:35]3[CH:47]=[CH:48][CH:49]=[N:50][C:34]2=3)[CH:30]=[CH:31][CH:32]=1>ClCCl.O.C(OCC)(=O)C.C(N(CC)CC)C>[CH2:40]([C:37]1[C:38](=[O:39])[N:33]([C:29]2[CH:30]=[CH:31][CH:32]=[C:27]([N:26]([C:1]3[C:10]4[C:5](=[CH:6][CH:7]=[CH:8][CH:9]=4)[CH:4]=[CH:3][CH:2]=3)[C:15](=[O:19])[CH3:16])[CH:28]=2)[C:34]2[N:50]=[CH:49][CH:48]=[CH:47][C:35]=2[N:36]=1)[C:41]1[CH:42]=[CH:43][CH:44]=[CH:45][CH:46]=1. Reported procedure: A mixture of 1-naphthylacetic acid (82 mg), oxalyl chloride (0.02 ml) and catalytic amount of N,N-dimethylformamide in dichloromethane (2 ml) was stirred at room temperature for 30 minutes. The above solution was added to a mixture of 4-(3-aminophenyl)-3-oxo-2-benzyl-3,4-dihydropyrido[2,3-b]pyrazine (131 mg) and triethylamine (0.085 ml) in dichloromethane (2 ml). The mixture was stirred at room temperature for 30 minutes, then poured into a mixture of ethyl acetate and water. The organic phase w... The reactants are BrC=1C=C(C=CC1)C1=NC(=CC(=N1)C1=CC(=C(C=C1)Cl)Cl)C(F)(F)F (2-(3-bromo-phenyl)-4-(3,4-dichloro-phenyl)-6-trifluoromethyl-pyrimidine), C(C)(C)(C)NS(=O)(=O)C=1C=C(C=CC1)B(O)O (3-(tert.-butylsulfamoyl)-phenylboronic acid). Product: C(C)(C)(C)NS(=O)(=O)C=1C=C(C=CC1)C1=CC(=CC=C1)C1=NC(=CC(=N1)C1=CC(=C(C=C1)Cl)Cl)C(F)(F)F (3′-[4-(3,4-Dichloro-phenyl)-6-trifluoromethyl-pyrimidin-2-yl]-biphenyl-3-sulfonic acid tert-butylamide), foam. Reaction SMILES: Br[C:2]1[CH:3]=[C:4]([C:8]2[N:13]=[C:12]([C:14]3[CH:19]=[CH:18][C:17]([Cl:20])=[C:16]([Cl:21])[CH:15]=3)[CH:11]=[C:10]([C:22]([F:25])([F:24])[F:23])[N:9]=2)[CH:5]=[CH:6][CH:7]=1.[C:26]([NH:30][S:31]([C:34]1[CH:35]=[C:36](B(O)O)[CH:37]=[CH:38][CH:39]=1)(=[O:33])=[O:32])([CH3:29])([CH3:28])[CH3:27]>>[C:26]([NH:30][S:31]([C:34]1[CH:39]=[C:38]([C:2]2[CH:7]=[CH:6][CH:5]=[C:4]([C:8]3[N:13]=[C:12]([C:14]4[CH:19]=[CH:18][C:17]([Cl:20])=[C:16]([Cl:21])[CH:15]=4)[CH:11]=[C:10]([C:22]([F:23])([F:25])[F:24])[N:9]=3)[CH:3]=2)[CH:37]=[CH:36][CH:35]=1)(=[O:33])=[O:32])([CH3:29])([CH3:27])[CH3:28]. Procedure: 3′-[4-(3,4-Dichloro-phenyl)-6-trifluoromethyl-pyrimidin-2-yl]-biphenyl-3-sulfonic acid tert-butylamide was prepared from 2-(3-bromo-phenyl)-4-(3,4-dichloro-phenyl)-6-trifluoromethyl-pyrimidine (example E.37) (0.40 g, 0.89 mmol) and commercially available 3-(tert.-butylsulfamoyl)-phenylboronic acid (0.275 g, 1.07 mmol) according to the general procedure VI. Obtained as white foam (0.45 g), which was subsequently deprotected. Reactants: CC(=O)O[BH-](OC(C)=O)OC(C)=O, C=O, Cc1cc2c(s1)Nc1ccccc1N=C2N1CCNC(CO)C1, CC(Cl)Cl, [Na+], CC(O)CC1CNCCN1. Yields the product Cc1cc2c(s1)Nc1ccccc1N=C2N1CCN(C)C(CO)C1. As a reaction SMILES: [C:40]([O:41][BH-:42]([O:43][C:44](=[O:45])[CH3:46])[O:47][C:48](=[O:49])[CH3:50])(=[O:51])[CH3:52].[CH2:1]=[O:2].[CH3:3][c:4]1[cH:5][c:6]2[c:12]([s:13]1)[NH:11][c:10]1[c:9]([cH:17][cH:16][cH:15][cH:14]1)[N:8]=[C:7]2[N:18]1[CH2:19][CH:20]([CH2:24][OH:25])[NH:21][CH2:22][CH2:23]1.[Cl:26][CH:27]([Cl:28])[CH3:29].[Na+:53].[OH:30][CH:31]([CH3:32])[CH2:33][CH:34]1[CH2:35][NH:36][CH2:37][CH2:38][NH:39]1>>[CH3:3][c:4]1[cH:5][c:6]2[c:12]([s:13]1)[NH:11][c:10]1[c:9]([cH:17][cH:16][cH:15][cH:14]1)[N:8]=[C:7]2[N:18]1[CH2:19][CH:20]([CH2:24][OH:25])[N:21]([CH3:27])[CH2:22][CH2:23]1. Starting materials: C=CCNCCOc1cccc2ncnc(Nc3ccc(OCc4ccccn4)c(Cl)c3)c12, CC(=O)Cl. Yields the product C=CCN(CCOc1cccc2ncnc(Nc3ccc(OCc4ccccn4)c(Cl)c3)c12)C(C)=O. Reaction SMILES: [CH2:1]([CH:2]=[CH2:3])[NH:4][CH2:5][CH2:6][O:7][c:8]1[c:9]2[c:10]([NH:18][c:19]3[cH:20][c:21]([Cl:33])[c:22]([O:25][CH2:26][c:27]4[n:28][cH:29][cH:30][cH:31][cH:32]4)[cH:23][cH:24]3)[n:11][cH:12][n:13][c:14]2[cH:15][cH:16][cH:17]1.[CH3:34][C:35]([Cl:36])=[O:37]>>[CH2:1]([CH:2]=[CH2:3])[N:4]([CH2:5][CH2:6][O:7][c:8]1[c:9]2[c:10]([NH:18][c:19]3[cH:20][c:21]([Cl:33])[c:22]([O:25][CH2:26][c:27]4[n:28][cH:29][cH:30][cH:31][cH:32]4)[cH:23][cH:24]3)[n:11][cH:12][n:13][c:14]2[cH:15][cH:16][cH:17]1)[C:35]([CH3:34])=[O:37]. The reactants are OC1=C(C(=O)OC)C=C(C(=C1)O)C(C)C (methyl 2,4-dihydroxy-5-isopropylbenzoate), C([O-])([O-])=O.[K+].[K+] (potassium carbonate), C(C1=CC=CC=C1)Br (benzyl bromide). The solvent is C(C)#N (acetonitrile). Conditions: time 24 hour. Product: C(C1=CC=CC=C1)OC1=CC(=C(C(=O)OC)C=C1C(C)C)O (methyl 4-benzyloxy-2-hydroxy-5-isopropylbenzoate). The yield is 83.2%. As a reaction SMILES: [OH:1][C:2]1[CH:11]=[C:10]([OH:12])[C:9]([CH:13]([CH3:15])[CH3:14])=[CH:8][C:3]=1[C:4]([O:6][CH3:7])=[O:5].C(=O)([O-])[O-].[K+].[K+].[CH2:22](Br)[C:23]1[CH:28]=[CH:27][CH:26]=[CH:25][CH:24]=1>C(#N)C>[CH2:22]([O:12][C:10]1[C:9]([CH:13]([CH3:15])[CH3:14])=[CH:8][C:3]([C:4]([O:6][CH3:7])=[O:5])=[C:2]([OH:1])[CH:11]=1)[C:23]1[CH:28]=[CH:27][CH:26]=[CH:25][CH:24]=1 |f:1.2.3|. Procedure: A mixture of methyl 2,4-dihydroxy-5-isopropylbenzoate (1.05 g, 5.0 mmol) and anhydrous potassium carbonate (828 mg, 6.0 mmol) in acetonitrile (25 ml) was treated with benzyl bromide (0.655 ml, 5.5 mmol) and the mixture was stirred at room temperature for 24 hours. The solvent was removed in vacuo and the residue was treated with water (50 ml). The solid material was collected by suction filtration, rinsed with water (2×50 ml) and sucked dry under reduced pressure to afford methyl 4-benzyloxy-2-h... The reactants are CCC(NC(c1ccccc1)(c1ccccc1)c1ccccc1)C(C)O, CS(C)=O, CCN1CCCCC1, ClCCl, O=C(Cl)C(=O)Cl. Yields the product CCC(NC(c1ccccc1)(c1ccccc1)c1ccccc1)C(C)=O. RXN SMILES: [C:11]([c:12]1[cH:13][cH:14][cH:15][cH:16][cH:17]1)([c:18]1[cH:19][cH:20][cH:21][cH:22][cH:23]1)([c:24]1[cH:25][cH:26][cH:27][cH:28][cH:29]1)[NH:30][CH:31]([CH:32]([CH3:33])[OH:34])[CH2:35][CH3:36].[CH3:1][S:2]([CH3:3])=[O:4].[CH3:37][CH2:38][N:39]1[CH2:40][CH2:41][CH2:42][CH2:43][CH2:44]1.[Cl:45][CH2:46][Cl:47].[Cl:5][C:6]([C:7]([Cl:8])=[O:9])=[O:10]>>[C:11]([c:12]1[cH:13][cH:14][cH:15][cH:16][cH:17]1)([c:18]1[cH:19][cH:20][cH:21][cH:22][cH:23]1)([c:24]1[cH:25][cH:26][cH:27][cH:28][cH:29]1)[NH:30][CH:31]([C:32]([CH3:33])=[O:34])[CH2:35][CH3:36]. Yields the product Cc1ccc([N+](=O)[O-])c(C=Nc2ccccc2C#N)c1. RXN SMILES: [CH3:10][c:11]1[cH:12][cH:13][c:14]([N+:19](=[O:20])[O-:21])[c:15]([CH:16]=[O:17])[cH:18]1.[CH3:22][c:23]1[cH:24][cH:25][cH:26][cH:27][cH:28]1.[NH2:1][c:2]1[c:3]([C:4]#[N:5])[cH:6][cH:7][cH:8][cH:9]1>>[N:1]([c:2]1[c:3]([C:4]#[N:5])[cH:6][cH:7][cH:8][cH:9]1)=[CH:16][c:15]1[c:14]([N+:19](=[O:20])[O-:21])[cH:13][cH:12][c:11]([CH3:10])[cH:18]1. The reactants are Cc1ccc([N+](=O)[O-])c(C=O)c1, Cc1ccccc1, N#Cc1ccccc1N. Starting materials: C1(=CC=C(C=C1)C=O)C (p-tolualdehyde), C(=O)(OCC)[C@H](O)[C@@H](O)C(=O)OCC (diethyl L-tartrate). Yields the product CC1=CC=C(C=C1)C1O[C@H]([C@@H](O1)C(=O)OCC)C(=O)OCC ((4R,5R)-2-(4-methylphenyl)-4,5-dicarboethoxy-1,3-dioxolane). As a reaction SMILES: [C:1]1([CH3:9])[CH:6]=[CH:5][C:4]([CH:7]=[O:8])=[CH:3][CH:2]=1.[C:10]([C@@H:15]([C@H:17]([C:19]([O:21][CH2:22][CH3:23])=[O:20])[OH:18])O)([O:12][CH2:13][CH3:14])=[O:11]>>[CH3:9][C:1]1[CH:6]=[CH:5][C:4]([CH:7]2[O:18][C@@H:17]([C:19]([O:21][CH2:22][CH3:23])=[O:20])[C@H:15]([C:10]([O:12][CH2:13][CH3:14])=[O:11])[O:8]2)=[CH:3][CH:2]=1. Reported procedure: In a fashion similar to that described in Example 3, p-tolualdehyde was condensed with diethyl L-tartrate to provide (4R,5R)-2-(4-methylphenyl)-4,5-dicarboethoxy-1,3-dioxolane, an oil, GLC analysis: 93%, [α]D25 -9.6° (c,0.1,methanol), 1H-NMR (CDCl3)δ7.47 (2H,d,J=8.0 Hz), 7.18 (2H,d,J=8.0 Hz) 6.12 (1H,s), 4.93 (1H,d,J=4.0 Hz), 4.81 (1H,d,J=7.2 Hz), 4.34-4.22 (4H,2 q, overlapping, J=7.2 Hz), 2.34 (3H, s), 1.35-1.26 (6H 2 t, overlapping, J=7.2 Hz). IR (film) 2980, 1740, 1615 cm-1. MS m/e (% abundan... Reactants: C(C)OP(=O)(OCC)ON1N=NC2=C(C1=O)C=CC=C2 (3-(diethoxyphosphoryloxy)-1,2,3-benzotriazin-4(3H)-one), 5a, C(C1=CC=CC=C1)(=O)N1CCNCC1 (1-benzoylpiperazine), COC1=CC=C(C=C1)C=1C=CN=C2C(=CNC12)C(C(=O)[O-])=O.[K+] (Potassium 7-(4-methoxyphenyl)-4-azaindole-3-glyoxylate), 4c, CCN(C(C)C)C(C)C (Hunig's Base). Reaction conditions: time 8 hour. Solvent: CN(C)C=O (DMF). Reported procedure: The procedure for the preparation of Examples 65-67 is the same as that described previously for the preparation of Precursor 5a and is as follows: Potassium 7-(4-methoxyphenyl)-4-azaindole-3-glyoxylate, Precursor 4c (147 mg, 0.44 mmol), an appropriate 1-benzoylpiperazine derivative (0.44 mmol), 3-(diethoxyphosphoryloxy)-1,2,3-benzotriazin-4(3H)-one (DEPBT) (101 mg, 0.44 mol) and Hunig's Base (0.5 mL) were combined in 5 mL of DMF. The mixture was stirred at rt for 8 h. DMF was removed via evapor... RXN SMILES: [CH3:1][O:2][C:3]1[CH:8]=[CH:7][C:6]([C:9]2[CH:10]=[CH:11][N:12]=[C:13]3[C:17]=2[NH:16][CH:15]=[C:14]3[C:18](=[O:22])[C:19]([O-])=[O:20])=[CH:5][CH:4]=1.[K+].[C:24]([N:32]1[CH2:37][CH2:36][NH:35][CH2:34][CH2:33]1)(=[O:31])[C:25]1[CH:30]=[CH:29][CH:28]=[CH:27][CH:26]=1.C(OP(ON1C(=O)C2C=CC=CC=2N=N1)(OCC)=O)C.CCN(C(C)C)C(C)C>CN(C=O)C>[C:24]([N:32]1[CH2:37][CH2:36][N:35]([C:19](=[O:20])[C:18]([C:14]2[C:13]3[C:17](=[C:9]([C:6]4[CH:5]=[CH:4][C:3]([O:2][CH3:1])=[CH:8][CH:7]=4)[CH:10]=[CH:11][N:12]=3)[NH:16][CH:15]=2)=[O:22])[CH2:34][CH2:33]1)(=[O:31])[C:25]1[CH:30]=[CH:29][CH:28]=[CH:27][CH:26]=1 |f:0.1|. Yields the product C(C1=CC=CC=C1)(=O)N1CCN(CC1)C(C(=O)C1=CNC2=C(C=CN=C12)C1=CC=C(C=C1)OC)=O (1-benzoyl-4-[(7-(4-methoxyphenyl)-4-azaindol-3-yl)-oxoacetyl]-piperazine). Starting materials: ClC1=CC=C(C=C1)C1=NC(=NC=C1OCC1CC1)C(=O)O (4-(4-chloro-phenyl)-5-cyclopropylmethoxy-pyrimidine-2-carboxylic acid), FC(C1=NOC(=C1)CN)(F)F (3-trifluoromethyl-isoxazol-5-methanamine). Yields the product FC(C1=NOC(=C1)CNC(=O)C1=NC=C(C(=N1)C1=CC=C(C=C1)Cl)OCC1CC1)(F)F (4-(4-chloro-phenyl)-5-cyclopropylmethoxy-pyrimidine-2-carboxylic acid (3-trifluoromethyl-isoxazol-5-ylmethyl)-amide). As a reaction SMILES: [Cl:1][C:2]1[CH:7]=[CH:6][C:5]([C:8]2[C:13]([O:14][CH2:15][CH:16]3[CH2:18][CH2:17]3)=[CH:12][N:11]=[C:10]([C:19]([OH:21])=O)[N:9]=2)=[CH:4][CH:3]=1.[F:22][C:23]([F:32])([F:31])[C:24]1[CH:28]=[C:27]([CH2:29][NH2:30])[O:26][N:25]=1>>[F:32][C:23]([F:22])([F:31])[C:24]1[CH:28]=[C:27]([CH2:29][NH:30][C:19]([C:10]2[N:9]=[C:8]([C:5]3[CH:4]=[CH:3][C:2]([Cl:1])=[CH:7][CH:6]=3)[C:13]([O:14][CH2:15][CH:16]3[CH2:17][CH2:18]3)=[CH:12][N:11]=2)=[O:21])[O:26][N:25]=1. Procedure details: The title compound was synthesized in analogy to Example 1, using 4-(4-chloro-phenyl)-5-cyclopropylmethoxy-pyrimidine-2-carboxylic acid (example T) and 3-trifluoromethyl-isoxazol-5-methanamine (example BA) as starting materials; MS: 453.1 (M+H)+.